Dataset: the Open Reaction Database (ORD), a public repository of structured organic reaction records. Task: describe an organic reaction: reactants, conditions, products, and yield The reactants are BrBr (bromine), COC1=C(N)C=CC(=C1)[N+](=O)[O-] (2-methoxy-4nitro-aniline). Run in CC(=O)O (AcOH), CC(=O)O (AcOH). Run at time 30 minute. Product: BrC1=C(C(=CC(=C1)[N+](=O)[O-])OC)N (2-Bromo-6-methoxy-4-nitro-phenylamine). Isolated yield 34.3%. RXN SMILES: [Br:1]Br.[CH3:3][O:4][C:5]1[CH:11]=[C:10]([N+:12]([O-:14])=[O:13])[CH:9]=[CH:8][C:6]=1[NH2:7]>CC(O)=O>[Br:1][C:8]1[CH:9]=[C:10]([N+:12]([O-:14])=[O:13])[CH:11]=[C:5]([O:4][CH3:3])[C:6]=1[NH2:7]. Procedure: 47.64 g of bromine in 120 mL of AcOH was added dropwise to a solution of 47.64 g of 2-methoxy-4nitro-aniline in 240 ml of AcOH at 0° C. Upon addition a precipitate formed. Mixture was stirred for 30 minutes and then filtered. The precipitate was washed with satd. NaHSO3, water, and vaccum dried, giving 24 g of title compound as a bright yellow powder. Reactants: CCN(CC)S(F)(F)F (DAST), FC(OC1=C(C=CC=C1)CC1=C(N=C2N1C=C(C(=C2)F)C=2C=NC(=NC2)C(C)(C)O)C)F (2-[5-(3-{[2-(Difluoromethoxy)phenyl]methyl}-7-fluoro-2-methylimidazo[1,2-a]pyridin -6-yl)pyrimidin-2-yl]propan-2-ol). Run in O1CCCC1 (tetrahydrofuran). Conditions: time 2 hour. Yields the product FC(OC1=C(C=CC=C1)CC1=C(N=C2N1C=C(C(=C2)F)C=2C=NC(=NC2)C(C)(C)F)C)F (5-(3-{[2-(Difluoromethoxy)phenyl]methyl}-7-fluoro-2-methylimidazo[1,2-a]pyridin-6-yl)-2-(2-fluoropropan-2-yl)pyrimidine). Isolated yield 30.3%. As a reaction SMILES: CCN(S(F)(F)[F:7])CC.[F:10][CH:11]([F:41])[O:12][C:13]1[CH:18]=[CH:17][CH:16]=[CH:15][C:14]=1[CH2:19][C:20]1[N:24]2[CH:25]=[C:26]([C:30]3[CH:31]=[N:32][C:33]([C:36](O)([CH3:38])[CH3:37])=[N:34][CH:35]=3)[C:27]([F:29])=[CH:28][C:23]2=[N:22][C:21]=1[CH3:40]>O1CCCC1>[F:41][CH:11]([F:10])[O:12][C:13]1[CH:18]=[CH:17][CH:16]=[CH:15][C:14]=1[CH2:19][C:20]1[N:24]2[CH:25]=[C:26]([C:30]3[CH:31]=[N:32][C:33]([C:36]([F:7])([CH3:37])[CH3:38])=[N:34][CH:35]=3)[C:27]([F:29])=[CH:28][C:23]2=[N:22][C:21]=1[CH3:40]. Reported procedure: DAST (0.04 mL, 0.34 mmol) was added to a solution of Example 173 (0.1 g, 0.23 mmol) in anhydrous tetrahydrofuran (2 mL) at room temperature under N2 gas. The mixture was stirred at room temperature for 2 h, quenched with water (5 mL) and poured onto saturated aqueous NaHCO3 solution (10 mL). The crude residue was extracted with EtOAc (3×10 mL), dried (MgSO4) and concentrated in vacuo. The resulting light yellow glass was purified by chromatography on silica (Biotage, 10 g cartridge), eluting wit... The reactants are ClC1=CC=NC2=CC(=CC=C12)Cl (4,7-dichloroquinoline), FC1=CC=C(C=C1)O (4-fluorophenol). The solvent is C=1(C(=CC=CC1)C)C (xylene). Yields the product FC1=CC=C(OC2=CC=NC3=CC(=CC=C23)Cl)C=C1 (4-(4-Fluorophenoxy)-7-chloroquinoline). Isolated yield 615.9%. Reaction SMILES: Cl[C:2]1[C:11]2[C:6](=[CH:7][C:8]([Cl:12])=[CH:9][CH:10]=2)[N:5]=[CH:4][CH:3]=1.[F:13][C:14]1[CH:19]=[CH:18][C:17]([OH:20])=[CH:16][CH:15]=1>C1(C)C(C)=CC=CC=1>[F:13][C:14]1[CH:19]=[CH:18][C:17]([O:20][C:2]2[C:11]3[C:6](=[CH:7][C:8]([Cl:12])=[CH:9][CH:10]=3)[N:5]=[CH:4][CH:3]=2)=[CH:16][CH:15]=1. Procedure details: To a 50 mL flask equipped with a condenser, drying tube and thermometer, was added 1.98 g (0.01 moles) of 4,7-dichloroquinoline, 1.07 g (0.0015 moles) of polyDMAP™and 20 mL of xylene. The mixture was stirred to reswell the polymer and 1.57 g (0.0014 moles) of 4-fluorophenol were added. The reaction mixure was heated to reflux and maintained at that temperature for 18 hr. The reaction mixture was filtered hot to remove the polymer. After cooling, the filtrate was washed with 50 mL of 5N NaOH. The... The reactants are BrC=1C(C(=CN(C1C)C1CCC1)C(=O)O)=O (5-Bromo-1-cyclobutyl-6-methyl-4-oxo-1,4-dihydro-pyridine-3-carboxylic acid), Cl.CS(=O)(=O)C1=CC=C(CN)C=C1 (4-methylsulfonylbenzylamine hydrochloride), CS(=O)(=O)C=1C=CC(=NC1)CN (C-(5-methanesulfonyl-pyridin-2-yl)-methylamine), BrC=1C(C(=CN(C1C)C(C)C)C(=O)O)=O (5-Bromo-1-isopropyl-6-methyl-4-oxo-1,4-dihydro-pyridine-3-carboxylic acid), BrBr (bromine), ( Z002_006 ). Product: CS(=O)(=O)C=1C=CC(=NC1)CNC(=O)C1=CN(C(=C(C1=O)Br)C)C1CCC1 (5-Bromo-1-cyclobutyl-6-methyl-4-oxo-1,4-dihydro-pyridine-3-carboxylic acid (5-methanesulfonyl-pyridin-2-ylmethyl)-amide). RXN SMILES: BrC1C(=O)C(C(O)=O)=CN(C(C)C)C=1C.[Br:16][C:17]1[C:18](=[O:31])[C:19]([C:28]([OH:30])=O)=[CH:20][N:21]([CH:24]2[CH2:27][CH2:26][CH2:25]2)[C:22]=1[CH3:23].Cl.CS(C1C=CC(CN)=CC=1)(=O)=O.[CH3:45][S:46]([C:49]1[CH:50]=[CH:51][C:52]([CH2:55][NH2:56])=[N:53][CH:54]=1)(=[O:48])=[O:47].BrBr>>[CH3:45][S:46]([C:49]1[CH:50]=[CH:51][C:52]([CH2:55][NH:56][C:28]([C:19]2[C:18](=[O:31])[C:17]([Br:16])=[C:22]([CH3:23])[N:21]([CH:24]3[CH2:25][CH2:26][CH2:27]3)[CH:20]=2)=[O:30])=[N:53][CH:54]=1)(=[O:48])=[O:47] |f:2.3|. Procedure details: Preparation 18 is prepared following the procedure for preparation 5, substituting preparation 3c with preparation 7b and 4-methylsulfonylbenzylamine hydrochloride with C-(5-methanesulfonyl-pyridin-2-yl)-methylamine. ESI mass spectrum: [M+H]+=454 (bromine isotope pattern); Retention time HPLC: 1.14 min (Z002_006). Starting materials: COC=1C=CC2=C(N=C(S2)NC2=CC=C(C=C2)OCCN2CCCC2)C1 (5-methoxy-2-[4-(2-pyrrolidin-1-ylethoxy)anilino]benzothiazole), C(CC(O)(C(=O)O)CC(=O)O)(=O)O (citric acid). Run in C(C)O (ethanol), C(C)O (ethanol). Conditions: time 8 hour. Product: C(CC(O)(C(=O)O)CC(=O)O)(=O)O.COC=1C=CC2=C(N=C(S2)NC2=CC=C(C=C2)OCCN2CCCC2)C1 (5-methoxy-2-[4-(2-pyrrolidin-1-ylethoxy)anilino]benzothiazole citrate). Reaction SMILES: [CH3:1][O:2][C:3]1[CH:4]=[CH:5][C:6]2[S:10][C:9]([NH:11][C:12]3[CH:17]=[CH:16][C:15]([O:18][CH2:19][CH2:20][N:21]4[CH2:25][CH2:24][CH2:23][CH2:22]4)=[CH:14][CH:13]=3)=[N:8][C:7]=2[CH:26]=1.[C:27]([OH:39])(=[O:38])[CH2:28][C:29]([CH2:34][C:35]([OH:37])=[O:36])([C:31]([OH:33])=[O:32])[OH:30]>C(O)C>[C:27]([OH:39])(=[O:38])[CH2:28][C:29]([CH2:34][C:35]([OH:37])=[O:36])([C:31]([OH:33])=[O:32])[OH:30].[CH3:1][O:2][C:3]1[CH:4]=[CH:5][C:6]2[S:10][C:9]([NH:11][C:12]3[CH:13]=[CH:14][C:15]([O:18][CH2:19][CH2:20][N:21]4[CH2:25][CH2:24][CH2:23][CH2:22]4)=[CH:16][CH:17]=3)=[N:8][C:7]=2[CH:26]=1 |f:3.4|. Procedure: A hot solution of 5-methoxy-2-[4-(2-pyrrolidin-1-ylethoxy)anilino]benzothiazole (0.738 g.) in ethanol (45 ml.) is treated with a hot solution of citric acid (0.384 g.) in ethanol (2.5 ml.). The solution is allowed to cool to room temperature and then kept at 0° - 10°C. overnight. The precipitate which forms is collected by filtration, washed with ethanol and dried to give 5-methoxy-2-[4-(2-pyrrolidin-1-ylethoxy)anilino]benzothiazole citrate, m.p. 155° - 156°C. (dec.) with previous softening. Ele... Reactants: C(C1=CC=CC=C1)OC(=O)N1CC=2NC3=CC=CC=C3C2CC1C(=O)N ((3RS)-2-Benzyloxycarbonyl-1,2,3,4-tetrahydro-β-carboline-3-carboxamid), C1NC(CC=2C3=CC=CC=C3NC12)C(=O)N ((3RS)-1,2,3,4 -Tetrahydro-β-carboline-3-carboxamide), C(C1=CC=CC=C1)OC(=O)N1CC=2NC3=CC=CC=C3C2C[C@H]1C(=O)O ((3S)-2-benzyloxycarbonyl-1,2,3,4-tetrahydro-β-carboline-3-carboxylic acid). Product: C1N[C@@H](CC=2C3=CC=CC=C3NC12)C(=O)N ((3S)-1,2,3,4-tetrahydro-β-carboline-3-carboxamide). Reaction SMILES: C(OC([N:11]1[CH:23]([C:24]([NH2:26])=[O:25])[CH2:22][C:21]2[C:20]3[C:15](=[CH:16][CH:17]=[CH:18][CH:19]=3)[NH:14][C:13]=2[CH2:12]1)=O)C1C=CC=CC=1.C1C2NC3C(=CC=CC=3)C=2CC(C(N)=O)N1.C(OC(N1[C@H](C(O)=O)CC2C3C(=CC=CC=3)NC=2C1)=O)C1C=CC=CC=1>>[CH2:12]1[C:13]2[NH:14][C:15]3[C:20](=[CH:19][CH:18]=[CH:17][CH:16]=3)[C:21]=2[CH2:22][C@@H:23]([C:24]([NH2:26])=[O:25])[NH:11]1. Reported procedure: In the same manner as described above (1) and (2) using (3S)-2-benzyloxycarbonyl-1,2,3,4-tetrahydro-β-carboline-3-carboxylic acid, there is obtained (3S)-1,2,3,4-tetrahydro-β-carboline-3-carboxamide as powder.